This data is from the Open Reaction Database (ORD), a public repository of structured organic reaction records. The task is: describe an organic reaction: reactants, conditions, products, and yield Reactants: ClC=1C=C(C=C(C1)F)[C@H](OCCNC(OC)=O)[C@H]1CN(CCC1)C(N[C@H](CNC)C[C@H]1COCCC1)=O (methyl 2-((R)-(3-chloro-5-fluorophenyl)((R)-1-((S)-1-(methylamino)-3-((S)-tetrahydro-2H-pyran-3-yl)propan-2-ylcarbamoyl)piperidin-3-yl)methoxy)ethylcarbamate), ClC=1C=C(C=C(C1)F)[C@H](OCCNC(OC)=O)[C@H]1CN(CCC1)C(N[C@@H](CNC)CC1COCCC1)=O (methyl 2-((R)-(3-chloro-5-fluorophenyl)((3R)-1-((R)-1-(methylamino)-3-(tetrahydro-2H-pyran-3-yl)propan-2-ylcarbamoyl)piperidin-3-yl)methoxy)ethylcarbamate), ClC=1C=C(C=C(C1)F)[C@H](OCCNC(OC)=O)[C@H]1CN(CCC1)C(N[C@@H](CNC)CC1COCCC1)=O (methyl 2-((R)-(3-chloro-5-fluorophenyl)((3R)-1-((R)-1-(methylamino)-3-(tetrahydro-2H-pyran-3-yl)propan-2-ylcarbamoyl)piperidin-3-yl)methoxy)ethylcarbamate). Yields the product ClC=1C=C(C=C(C1)F)[C@H](OCCNC(OC)=O)[C@H]1CN(CCC1)C(N[C@H](CNC)C[C@@H]1COCCC1)=O (methyl 2-((R)-(3-chloro-5-fluorophenyl)((R)-1-((S)-1-(methylamino)-3-((R)-tetrahydro-2H-pyran-3-yl)propan-2-ylcarbamoyl)piperidin-3-yl)methoxy)ethylcarbamate). As a reaction SMILES: [Cl:1][C:2]1[CH:3]=[C:4]([C@@H:9]([C@@H:18]2[CH2:23][CH2:22][CH2:21][N:20]([C:24](=[O:37])[NH:25][C@@H:26]([CH2:30][C@@H:31]3[CH2:36][CH2:35][CH2:34][O:33][CH2:32]3)[CH2:27][NH:28][CH3:29])[CH2:19]2)[O:10][CH2:11][CH2:12][NH:13][C:14](=[O:17])[O:15][CH3:16])[CH:5]=[C:6]([F:8])[CH:7]=1.ClC1C=C([C@@H]([C@@H]2CCCN(C(=O)N[C@H](CC3CCCOC3)CNC)C2)OCCNC(=O)OC)C=C(F)C=1>>[Cl:1][C:2]1[CH:3]=[C:4]([C@@H:9]([C@@H:18]2[CH2:23][CH2:22][CH2:21][N:20]([C:24](=[O:37])[NH:25][C@@H:26]([CH2:30][C@H:31]3[CH2:36][CH2:35][CH2:34][O:33][CH2:32]3)[CH2:27][NH:28][CH3:29])[CH2:19]2)[O:10][CH2:11][CH2:12][NH:13][C:14](=[O:17])[O:15][CH3:16])[CH:5]=[C:6]([F:8])[CH:7]=1. Procedure: The methyl 2-((R)-(3-chloro-5-fluorophenyl)((R)-1-((S)-1-(methylamino)-3-((S)-tetrahydro-2H-pyran-3-yl)propan-2-ylcarbamoyl)piperidin-3-yl)methoxy)ethylcarbamate, methyl 2-((R)-(3-chloro-5-fluorophenyl)((3R)-1-((R)-1-(methylamino)-3-(tetrahydro-2H-pyran-3-yl)propan-2-ylcarbamoyl)piperidin-3-yl)methoxy)ethylcarbamate Isomer 1, and methyl 2-((R)-(3-chloro-5-fluorophenyl)((3R)-1-((R)-1-(methylamino)-3-(tetrahydro-2H-pyran-3-yl)propan-2-ylcarbamoyl)piperidin-3-yl)methoxy)ethylcarbamate Isomer 2 was ... Reactants: CNCCNC (N,N′-dimethylethylenediamine), BrC1=CC=C(C=C1)C1(CC1)NC(OC(C)(C)C)=O (tert-butyl [1-(4-bromophenyl)-cyclopropyl]carbamate), [I-].[Na+] (sodium iodide), N (ammonia). Reagents/catalysts: [Cu]I (copper (I) iodide). Solvent: O1CCOCC1 (1,4-dioxane). Yields the product C(C)(C)(C)OC(NC1(CC1)C1=CC=C(C=C1)I)=O (tert-butyl[1-(4-iodophenyl)cyclopropyl]carbamate). As a reaction SMILES: CNCCNC.Br[C:8]1[CH:13]=[CH:12][C:11]([C:14]2([NH:17][C:18](=[O:24])[O:19][C:20]([CH3:23])([CH3:22])[CH3:21])[CH2:16][CH2:15]2)=[CH:10][CH:9]=1.[I-:25].[Na+].N>O1CCOCC1.[Cu]I>[C:20]([O:19][C:18](=[O:24])[NH:17][C:14]1([C:11]2[CH:12]=[CH:13][C:8]([I:25])=[CH:9][CH:10]=2)[CH2:16][CH2:15]1)([CH3:23])([CH3:22])[CH3:21] |f:2.3|. Reported procedure: 0.43 mL (4 mmol) of N,N′-dimethylethylenediamine is added to a reaction mixture of 0.4 g (2 mmol) of copper (I) iodide, 6.2 g (19.86 mmol) of tert-butyl [1-(4-bromophenyl)-cyclopropyl]carbamate, and 6 g (40 mmol) of sodium iodide in 15 mL of 1,4-dioxane and refluxed for 24 hours under nitrogen. Then the cooled suspension is combined with 30% ammonia solution, poured onto distilled water, and extracted with dichloromethane. The organic phase is dried over sodium sulfate, filtered, and the solvent... The reactants are O1C2=C(OCC1CN)C=CC=C2 ((2,3-dihydrobenzo[b][1,4]dioxin-2-yl)methanamine), C(C)(C)(C)OC(=O)C1=C(C=CC=C1)C1=CC=C(C=C1)CN1C(=C(C2=CC(=CC=C12)C(=O)O)C)C (1-((2′-(tert-butoxycarbonyl)biphenyl-4-yl)methyl)-2,3-dimethyl-1H-indole-5-carboxylic acid). Yields the product O1C2=C(OCC1CNC(=O)C=1C=C3C(=C(N(C3=CC1)CC1=CC=C(C=C1)C=1C(=CC=CC1)C(=O)O)C)C)C=CC=C2 (4′-((5-((2,3-dihydrobenzo[b][1,4]dioxin-2-yl)methylcarbamoyl)-2,3-dimethyl-1H-indol-1-yl)methyl)biphenyl-2-carboxylic acid). Reaction SMILES: [O:1]1[CH:6]([CH2:7][NH2:8])[CH2:5][O:4][C:3]2[CH:9]=[CH:10][CH:11]=[CH:12][C:2]1=2.C([O:17][C:18]([C:20]1[CH:25]=[CH:24][CH:23]=[CH:22][C:21]=1[C:26]1[CH:31]=[CH:30][C:29]([CH2:32][N:33]2[C:41]3[C:36](=[CH:37][C:38]([C:42](O)=[O:43])=[CH:39][CH:40]=3)[C:35]([CH3:45])=[C:34]2[CH3:46])=[CH:28][CH:27]=1)=[O:19])(C)(C)C>>[O:1]1[CH:6]([CH2:7][NH:8][C:42]([C:38]2[CH:37]=[C:36]3[C:41](=[CH:40][CH:39]=2)[N:33]([CH2:32][C:29]2[CH:28]=[CH:27][C:26]([C:21]4[C:20]([C:18]([OH:19])=[O:17])=[CH:25][CH:24]=[CH:23][CH:22]=4)=[CH:31][CH:30]=2)[C:34]([CH3:46])=[C:35]3[CH3:45])=[O:43])[CH2:5][O:4][C:3]2[CH:9]=[CH:10][CH:11]=[CH:12][C:2]1=2. Reported procedure: The title compound was prepared following the same general protocol as described in Steps 8-9, Example 1, using (2,3-dihydrobenzo[b][1,4]dioxin-2-yl)methanamine and 1-((2′-(tert-butoxycarbonyl)biphenyl-4-yl)methyl)-2,3-dimethyl-1H-indole-5-carboxylic acid. LC-MS 547 (M+H). Reactants: NC1=C(C=CC=C1)C1CCNC=2N1N=C(C2C(=O)N)C2=CC=C(C=C2)OC2=CC=C(C=C2)F (7-(2-aminophenyl)-2-(4-(4-fluorophenoxyl)phenyl)-4,5,6,7-tetrahydro pyrazolo[1,5-a]pyrimidine-3-carboxamide), C(C=C)(=O)Cl (acryloyl chloride), compound 8. Yields the product C(C=C)(=O)NC1=C(C=CC=C1)C1CCNC=2N1N=C(C2C(=O)N)C2=CC=C(C=C2)OC2=CC=C(C=C2)F (7-(2-Acrylamidophenyl)-2-(4-(4-fluorophenoxyl)phenyl)-4,5,6,7-tetrahydropyrazolo[1,5-a]pyrimidine-3-carboxamide). Reaction SMILES: [NH2:1][C:2]1[CH:7]=[CH:6][CH:5]=[CH:4][C:3]=1[CH:8]1[N:13]2[N:14]=[C:15]([C:20]3[CH:25]=[CH:24][C:23]([O:26][C:27]4[CH:32]=[CH:31][C:30]([F:33])=[CH:29][CH:28]=4)=[CH:22][CH:21]=3)[C:16]([C:17]([NH2:19])=[O:18])=[C:12]2[NH:11][CH2:10][CH2:9]1.[C:34](Cl)(=[O:37])[CH:35]=[CH2:36]>>[C:34]([NH:1][C:2]1[CH:7]=[CH:6][CH:5]=[CH:4][C:3]=1[CH:8]1[N:13]2[N:14]=[C:15]([C:20]3[CH:25]=[CH:24][C:23]([O:26][C:27]4[CH:28]=[CH:29][C:30]([F:33])=[CH:31][CH:32]=4)=[CH:22][CH:21]=3)[C:16]([C:17]([NH2:19])=[O:18])=[C:12]2[NH:11][CH2:10][CH2:9]1)(=[O:37])[CH:35]=[CH2:36]. Reported procedure: The desired product was prepared from 7-(2-aminophenyl)-2-(4-(4-fluorophenoxyl)phenyl)-4,5,6,7-tetrahydro pyrazolo[1,5-a]pyrimidine-3-carboxamide and acryloyl chloride using the procedure similar to that for compound 8. 1H NMR (400 MHz, CD3OD-d4) δ 7.47 (d, J=8.4 Hz, 2H), 7.39 (t, J=7.6 Hz, 1H), 7.33 (t, J=7.6 Hz, 1H), 7.26 (t, J=7.6 Hz, 1H), 7.12-7.00 (m, 6H), 6.81 (d, J=8.0 Hz, 1H), 6.53-6.46 (m, 1H), 6.39-6.35 (m, 1H), 5.87-5.76 (m, 1H), 5.73-5.69 (m, 1 H), 3.36-3.30 (m, 1H), 3.22-3.17 (m, 1H... Starting materials: CCOC(C)=O, O=C(NC(Cc1ccccc1)C(=O)O)c1cc2cc(Cl)ccc2[nH]1, NCCCN1CCOCC1. Yields the product O=C(NC(Cc1ccccc1)C(=O)NCCCN1CCOCC1)c1cc2cc(Cl)ccc2[nH]1. As a reaction SMILES: [CH3:35][CH2:36][O:37][C:38](=[O:39])[CH3:40].[Cl:11][c:12]1[cH:13][c:14]2[cH:15][c:16]([C:21](=[O:22])[NH:23][CH:24]([C:25](=[O:26])[OH:27])[CH2:28][c:29]3[cH:30][cH:31][cH:32][cH:33][cH:34]3)[nH:17][c:18]2[cH:19][cH:20]1.[NH2:1][CH2:2][CH2:3][CH2:4][N:5]1[CH2:6][CH2:7][O:8][CH2:9][CH2:10]1>>[NH:1]([CH2:2][CH2:3][CH2:4][N:5]1[CH2:6][CH2:7][O:8][CH2:9][CH2:10]1)[C:25]([CH:24]([NH:23][C:21]([c:16]1[cH:15][c:14]2[cH:13][c:12]([Cl:11])[cH:20][cH:19][c:18]2[nH:17]1)=[O:22])[CH2:28][c:29]1[cH:30][cH:31][cH:32][cH:33][cH:34]1)=[O:26]. Reactants: O=C([O-])[O-], CC(C)(CC(O)(Cn1ccc(=O)c2ccccc21)C(F)(F)F)c1cc(F)ccc1O, CCI, [K+], [K+], CN(C)C=O, O. The product is CCOc1ccc(F)cc1C(C)(C)CC(O)(Cn1ccc(=O)c2ccccc21)C(F)(F)F. RXN SMILES: [C:34](=[O:35])([O-:36])[O-:37].[F:1][c:2]1[cH:3][cH:4][c:5]([OH:30])[c:6]([C:8]([CH2:9][C:10]([CH2:11][n:12]2[cH:13][cH:14][c:15](=[O:22])[c:16]3[cH:17][cH:18][cH:19][cH:20][c:21]23)([C:23]([F:24])([F:25])[F:26])[OH:27])([CH3:28])[CH3:29])[cH:7]1.[I:31][CH2:32][CH3:33].[K+:38].[K+:39].[O:40]=[CH:41][N:42]([CH3:43])[CH3:44].[OH2:45]>>[F:1][c:2]1[cH:3][cH:4][c:5]([O:30][CH2:32][CH3:33])[c:6]([C:8]([CH2:9][C:10]([CH2:11][n:12]2[cH:13][cH:14][c:15](=[O:22])[c:16]3[cH:17][cH:18][cH:19][cH:20][c:21]23)([C:23]([F:24])([F:25])[F:26])[OH:27])([CH3:28])[CH3:29])[cH:7]1.